From a dataset of the Open Reaction Database (ORD), a public repository of structured organic reaction records. describe an organic reaction: reactants, conditions, products, and yield The reactants are C(C#C)ON=C(C(=O)OCC)C(C)=O (ethyl 2-propargyloxyimino-3-oxobutyrate), S(=O)(=O)(Cl)Cl (sulfuryl chloride). The solvent is C(C)(=O)O (acetic acid). Conditions: temperature 40 celsius, time 10 minute. Product: ClCC(C(C(=O)OCC)=NOCC#C)=O (ethyl 4-chloro-3-oxo-2-propargyloxyiminobutyrate). The yield is 73.7%. Reaction SMILES: [CH2:1]([O:4][N:5]=[C:6]([C:12](=[O:14])[CH3:13])[C:7]([O:9][CH2:10][CH3:11])=[O:8])[C:2]#[CH:3].S(Cl)([Cl:18])(=O)=O>C(O)(=O)C>[Cl:18][CH2:13][C:12](=[O:14])[C:6](=[N:5][O:4][CH2:1][C:2]#[CH:3])[C:7]([O:9][CH2:10][CH3:11])=[O:8]. Procedure details: A mixture of ethyl 2-propargyloxyimino-3-oxobutyrate (syn isomer, 71.2 g), acetic acid (81 ml) and sulfuryl chloride (50.2 g) was stirred at 40° C. for 10 minutes and then at room temperature for 5.5 hrs. The reaction mixture was treated in a conventional manner to give ethyl 4-chloro-3-oxo-2-propargyloxyiminobutyrate (syn isomer, 61.6 g.), oil. Reactants: CC(=O)O, Cl, Cl[Cu]Cl, O=N[O-], CN1C(=O)CCC1(O)c1ccc(Cl)c(N)c1, [Na+], O=S=O, O, O, O. The product is CN1C(=O)CCC1(O)c1ccc(Cl)c(S(=O)(=O)Cl)c1. As a reaction SMILES: [CH3:26][C:27](=[O:28])[OH:29].[ClH:24].[Cu:32]([Cl:33])[Cl:34].[N:1]([O-:2])=[O:3].[NH2:5][c:6]1[cH:7][c:8]([C:13]2([OH:20])[CH2:14][CH2:15][C:16](=[O:19])[N:17]2[CH3:18])[cH:9][cH:10][c:11]1[Cl:12].[Na+:4].[O:21]=[S:22]=[O:23].[OH2:25].[OH2:30].[OH2:31]>>[c:6]1([S:22](=[O:21])(=[O:23])[Cl:24])[cH:7][c:8]([C:13]2([OH:20])[CH2:14][CH2:15][C:16](=[O:19])[N:17]2[CH3:18])[cH:9][cH:10][c:11]1[Cl:12]. Starting materials: CO (methanol), C(C1=CC=CC=C1)(C1=CC=CC=C1)(C1=CC=CC=C1)NC=1SC=C(N1)COC1=C2C(C(=O)NC2=O)=CC=C1 ((2-tritylamino-4-thiazolyl)methoxyphthalimide), C(C1=CC=CC=C1)(C1=CC=CC=C1)(C1=CC=CC=C1)NC=1SC=C(N1)C(C(=O)O)=O (2-(2-tritylamino-4-thiazolyl)glyoxylic acid), O.NN (hydrazine hydrate), ice water. Solvent: ClCCl (dichloromethane), C(C)O (ethanol), C(C)O (ethanol). Conditions: time 30 minute. Yields the product C(C1=CC=CC=C1)(C1=CC=CC=C1)(C1=CC=CC=C1)NC=1SC=C(N1)/C(/C(=O)O)=N/OCC=1N=C(SC1)NC(C1=CC=CC=C1)(C1=CC=CC=C1)C1=CC=CC=C1 ((Z)-α-(2-tritylamino-4-thiazolyl)-α-[(2-tritylamino-4-thiazolyl)methoxyimino]acetic acid). Yield: 63.0%. RXN SMILES: [C:1]([NH:20][C:21]1[S:22][CH:23]=[C:24]([CH2:26][O:27]C2C=CC=C3C(NC(=O)C=23)=O)[N:25]=1)([C:14]1[CH:19]=[CH:18][CH:17]=[CH:16][CH:15]=1)([C:8]1[CH:13]=[CH:12][CH:11]=[CH:10][CH:9]=1)[C:2]1[CH:7]=[CH:6][CH:5]=[CH:4][CH:3]=1.O.[NH2:40]N.[C:42]([NH:61][C:62]1[S:63][CH:64]=[C:65]([C:67](=O)[C:68]([OH:70])=[O:69])[N:66]=1)([C:55]1[CH:60]=[CH:59][CH:58]=[CH:57][CH:56]=1)([C:49]1[CH:54]=[CH:53][CH:52]=[CH:51][CH:50]=1)[C:43]1[CH:48]=[CH:47][CH:46]=[CH:45][CH:44]=1.CO>C(O)C.ClCCl>[C:42]([NH:61][C:62]1[S:63][CH:64]=[C:65](/[C:67](=[N:40]/[O:27][CH2:26][C:24]2[N:25]=[C:21]([NH:20][C:1]([C:2]3[CH:7]=[CH:6][CH:5]=[CH:4][CH:3]=3)([C:14]3[CH:15]=[CH:16][CH:17]=[CH:18][CH:19]=3)[C:8]3[CH:9]=[CH:10][CH:11]=[CH:12][CH:13]=3)[S:22][CH:23]=2)/[C:68]([OH:70])=[O:69])[N:66]=1)([C:43]1[CH:48]=[CH:47][CH:46]=[CH:45][CH:44]=1)([C:49]1[CH:50]=[CH:51][CH:52]=[CH:53][CH:54]=1)[C:55]1[CH:56]=[CH:57][CH:58]=[CH:59][CH:60]=1 |f:1.2|. Procedure details: In 80 ml of ethanol was suspended 6.2 g of (2-tritylamino-4-thiazolyl)methoxyphthalimide and after adding thereto 600 mg of hydrazine hydrate, the suspension was refluxed for 90 minutes. After cooling the reaction mixture by ice water, the precipitates thus formed were filtered and the filtrate was concentrated. To the residue was added 50 ml of ethyl acetate, insoluble materials precipitated were removed by filtration and the filtrate was concentrated. The residue thus formed was dissolved in 1... The reactants are [Br-].NCCC[N+](C)(C)CCNC(=O)C1=NC(=C(N=C1N)N)Cl ((3-amino-propyl)-{2-[(3,5-diamino-6-chloro-pyrazine-2-carbonyl)-amino]-ethyl}-dimethyl-ammonium bromide), [Br-].NCCC[N+](C)(C)CCNC(=O)C1=NC(=C(N=C1N)N)Cl ((3-amino-propyl)-{2-[(3,5-diamino-6-chloro-pyrazine-2-carbonyl)-amino]-ethyl}-dimethyl-ammonium bromide), C(C1=CC=CC=C1)OC1=CC=C(C=C1)CC(=O)O (4-benzyloxyphenylacetic acid), CN1CCOCC1 (N-methylmorpholine), C1(CCCCC1)N=C=NC1CCCCC1 (N,N′-dicyclohexylcarbodiimide), ON1N=NC2=C1C=CC=C2 (1-hydroxybenzotriazole). Solvent: CN(C)C=O (DMF). Conditions: time 16 hour. Product: [Br-].C(C1=CC=CC=C1)OC1=CC=C(C=C1)CC(=O)NCCC[N+](C)(C)CCNC(=O)C1=NC(=C(N=C1N)N)Cl ({3-[2-(4-Benzyloxy-phenyl)-acetylamino]-propyl}-{2-[(3,5-diamino-6-chloro-pyrazine-2-carbonyl)-amino]-ethyl}-dimethyl-ammonium bromide). As a reaction SMILES: [Br-:1].[NH2:2][CH2:3][CH2:4][CH2:5][N+:6]([CH2:9][CH2:10][NH:11][C:12]([C:14]1[C:19]([NH2:20])=[N:18][C:17]([NH2:21])=[C:16]([Cl:22])[N:15]=1)=[O:13])([CH3:8])[CH3:7].[CH2:23]([O:30][C:31]1[CH:36]=[CH:35][C:34]([CH2:37][C:38](O)=[O:39])=[CH:33][CH:32]=1)[C:24]1[CH:29]=[CH:28][CH:27]=[CH:26][CH:25]=1.CN1CCOCC1.C1(N=C=NC2CCCCC2)CCCCC1.ON1C2C=CC=CC=2N=N1>CN(C=O)C>[Br-:1].[CH2:23]([O:30][C:31]1[CH:32]=[CH:33][C:34]([CH2:37][C:38]([NH:2][CH2:3][CH2:4][CH2:5][N+:6]([CH2:9][CH2:10][NH:11][C:12]([C:14]2[C:19]([NH2:20])=[N:18][C:17]([NH2:21])=[C:16]([Cl:22])[N:15]=2)=[O:13])([CH3:7])[CH3:8])=[O:39])=[CH:35][CH:36]=1)[C:24]1[CH:25]=[CH:26][CH:27]=[CH:28][CH:29]=1 |f:0.1,7.8|. Procedure details: A mixture of (3-amino-propyl)-{2-[(3,5-diamino-6-chloro-pyrazine-2-carbonyl)-amino]-ethyl}-dimethyl-ammonium bromide (Intermediate M) (1.0 g, 2.52 mmol), 4-benzyloxyphenylacetic acid (0.61 g, 2.52 mmol), N-methylmorpholine (1.0 mL, 9.10 mmol), N,N′-dicyclohexylcarbodiimide (0.52 g, 2.52 mmol) and 1-hydroxybenzotriazole (0.34 g, 2.52 mmol) in anhydrous DMF (20 mL) is stirred under a nitrogen atmosphere at RT for 16 h. The reaction mixture is concentrated under vacuum and is purified by column chr... Starting materials: CCOC(C)=O, CCOC(=O)C=C(C)c1ccc(C2COc3c(C)c(C)c(NC(=O)CC(C)(C)C)c(C)c32)cc1, CCCCCC. Yields the product CCOC(=O)CC(C)c1ccc(C2COc3c(C)c(C)c(NC(=O)CC(C)(C)C)c(C)c32)cc1. RXN SMILES: [C:41]([O:42][CH2:43][CH3:44])(=[O:45])[CH3:46].[CH2:1]([CH3:2])[O:3][C:4]([CH:5]=[C:6]([CH3:7])[c:8]1[cH:9][cH:10][c:11]([CH:14]2[CH2:15][O:16][c:17]3[c:18]2[c:19]([CH3:33])[c:20]([NH:25][C:26]([CH2:27][C:28]([CH3:29])([CH3:30])[CH3:31])=[O:32])[c:21]([CH3:24])[c:22]3[CH3:23])[cH:12][cH:13]1)=[O:34].[CH3:35][CH2:36][CH2:37][CH2:38][CH2:39][CH3:40]>>[CH2:1]([CH3:2])[O:3][C:4]([CH2:5][CH:6]([CH3:7])[c:8]1[cH:9][cH:10][c:11]([CH:14]2[CH2:15][O:16][c:17]3[c:18]2[c:19]([CH3:33])[c:20]([NH:25][C:26]([CH2:27][C:28]([CH3:29])([CH3:30])[CH3:31])=[O:32])[c:21]([CH3:24])[c:22]3[CH3:23])[cH:12][cH:13]1)=[O:34]. Starting materials: ClCCl, Cc1ccc(C(=O)O)cc1-n1cnc2ccc(N3CCN(C(C)C)CC3)cc2c1=O, CCN(C(C)C)C(C)C, Nc1ccon1, CN(C)C=O, O=S(Cl)Cl. Product: Cc1ccc(C(=O)Nc2ccon2)cc1-n1cnc2ccc(N3CCN(C(C)C)CC3)cc2c1=O. As a reaction SMILES: [CH2:50]([Cl:51])[Cl:52].[CH3:1][c:2]1[c:3](-[n:11]2[cH:12][n:13][c:14]3[cH:15][cH:16][c:17]([N:22]4[CH2:23][CH2:24][N:25]([CH:28]([CH3:29])[CH3:30])[CH2:26][CH2:27]4)[cH:18][c:19]3[c:20]2=[O:21])[cH:4][c:5]([C:6](=[O:7])[OH:8])[cH:9][cH:10]1.[CH:41]([N:42]([CH2:43][CH3:44])[CH:45]([CH3:46])[CH3:47])([CH3:48])[CH3:49].[NH2:35][c:36]1[n:37][o:38][cH:39][cH:40]1.[O:53]=[CH:54][N:55]([CH3:56])[CH3:57].[S:31]([Cl:32])([Cl:33])=[O:34]>>[CH3:1][c:2]1[c:3](-[n:11]2[cH:12][n:13][c:14]3[cH:15][cH:16][c:17]([N:22]4[CH2:23][CH2:24][N:25]([CH:28]([CH3:29])[CH3:30])[CH2:26][CH2:27]4)[cH:18][c:19]3[c:20]2=[O:21])[cH:4][c:5]([C:6](=[O:7])[NH:35][c:36]2[n:37][o:38][cH:39][cH:40]2)[cH:9][cH:10]1. Starting materials: CC(C)(C)OC(=O)C(Cc1ccc(OCCCC(=O)NC2=NCCCN2)cc1)Nc1nc2ccc(Br)cc2s1, ClCCl, O=C(O)C(F)(F)F. The product is O=C(CCCOc1ccc(CC(Nc2nc3ccc(Br)cc3s2)C(=O)O)cc1)NC1=NCCCN1. Reaction SMILES: [Br:1][c:2]1[cH:3][c:4]2[c:5]([n:6][c:7]([NH:9][CH:10]([CH2:11][c:12]3[cH:13][cH:14][c:15]([O:18][CH2:19][CH2:20][CH2:21][C:22]([NH:23][C:24]4=[N:29][CH2:28][CH2:27][CH2:26][NH:25]4)=[O:30])[cH:16][cH:17]3)[C:31](=[O:32])[O:33][C:34]([CH3:35])([CH3:36])[CH3:37])[s:8]2)[cH:38][cH:39]1.[Cl:47][CH2:48][Cl:49].[F:40][C:41]([F:42])([F:43])[C:44]([OH:45])=[O:46]>>[Br:1][c:2]1[cH:3][c:4]2[c:5]([n:6][c:7]([NH:9][CH:10]([CH2:11][c:12]3[cH:13][cH:14][c:15]([O:18][CH2:19][CH2:20][CH2:21][C:22]([NH:23][C:24]4=[N:29][CH2:28][CH2:27][CH2:26][NH:25]4)=[O:30])[cH:16][cH:17]3)[C:31](=[O:32])[OH:33])[s:8]2)[cH:38][cH:39]1. Starting materials: FC=1C=CC2=C(C=3N(CCO2)C=C(N3)C(=O)N)C1 (10-fluoro-5,6-dihydrobenzo[f]imidazo[1,2-d][1,4]oxazepine-2-carboxamide), COC(C)(N(C)C)OC (dimethylacetamide-dimethylacetal), C1(=CC=CC=C1)C (toluene), Cl.C(C)(C)NN (isopropylhydrazine hydrochloride). Run at temperature 95 celsius, time 4 hour. Yields the product FC=1C=CC2=C(C=3N(CCO2)C=C(N3)C3=NC(=NN3C(C)C)C)C1 (10-fluoro-2-(1-isopropyl-3-methyl-1H-1,2,4-triazol-5-yl)-5,6-dihydrobenzo[f]imidazo[1,2-d][1,4]oxazepine). Yield: 25.5%. Reaction SMILES: [F:1][C:2]1[CH:3]=[CH:4][C:5]2[O:11][CH2:10][CH2:9][N:8]3[CH:12]=[C:13]([C:15]([NH2:17])=O)[N:14]=[C:7]3[C:6]=2[CH:18]=1.CO[C:21](OC)([N:23](C)C)[CH3:22].C1(C)C=CC=CC=1.Cl.[CH:36]([NH:39]N)([CH3:38])[CH3:37]>>[F:1][C:2]1[CH:3]=[CH:4][C:5]2[O:11][CH2:10][CH2:9][N:8]3[CH:12]=[C:13]([C:15]4[N:39]([CH:36]([CH3:38])[CH3:37])[N:23]=[C:21]([CH3:22])[N:17]=4)[N:14]=[C:7]3[C:6]=2[CH:18]=1 |f:3.4|. Procedure details: 10-Fluoro-5,6-dihydrobenzo[f]imidazo[1,2-d][1,4]oxazepine-2-carboxamide from Example 90 (0.2 g, 0.81 mmol), dimethylacetamide-dimethylacetal (0.36 mL, 2.4 mmol), and toluene (10 mL, 90 mmol) were combined in a round bottom flask with a vigreux condensation column attached. Heated at 95° C. for more than 24 hours and concentrated in vacuo. The residue was dissolved in acetic acid and isopropylhydrazine hydrochloride (0.11 g, 0.97 mmol) was added and heated at 95° C. with a vigreux condensation co... The reactants are COCCCCCCOC1=CC=C(C=C1)C1=NN=C(S1)C1=CC=C(C(=O)O)C=C1 (4-[5-[4-(6-methoxy-n-hexyloxy)phenyl]-1,3,4-thiadiazole-2-yl]benzoic acid), ON1N=NC2=C1C=CC=C2 (1-hydroxybenzotriazole), Cl.C(C)N=C=NCCCN(C)C (1-ethyl-3-(3′-dimethylaminopropyl)carbodiimide, hydrochloride). Run in C(Cl)Cl (methylene chloride). Conditions: time 16 hour. Yields the product N1(N=NC2=C1C=CC=C2)OC(C2=CC=C(C=C2)C=2SC(=NN2)C2=CC=C(C=C2)OCCCCCCOC)=O (4-[5-[4-(6-methoxy-n-hexyloxy)phenyl]-1,3,4-thiadiazol-2-yl]benzoic acid benzotriazol-1-yl ester). Isolated yield 88.7%. Reaction SMILES: [CH3:1][O:2][CH2:3][CH2:4][CH2:5][CH2:6][CH2:7][CH2:8][O:9][C:10]1[CH:15]=[CH:14][C:13]([C:16]2[S:20][C:19]([C:21]3[CH:29]=[CH:28][C:24]([C:25]([OH:27])=[O:26])=[CH:23][CH:22]=3)=[N:18][N:17]=2)=[CH:12][CH:11]=1.O[N:31]1[C:35]2[CH:36]=[CH:37][CH:38]=[CH:39][C:34]=2[N:33]=[N:32]1.Cl.C(N=C=NCCCN(C)C)C>C(Cl)Cl>[N:31]1([O:26][C:25](=[O:27])[C:24]2[CH:23]=[CH:22][C:21]([C:19]3[S:20][C:16]([C:13]4[CH:12]=[CH:11][C:10]([O:9][CH2:8][CH2:7][CH2:6][CH2:5][CH2:4][CH2:3][O:2][CH3:1])=[CH:15][CH:14]=4)=[N:17][N:18]=3)=[CH:29][CH:28]=2)[C:35]2[CH:36]=[CH:37][CH:38]=[CH:39][C:34]=2[N:33]=[N:32]1 |f:2.3|. Reported procedure: A mixture of 4-[5-[4-(6-methoxy-n-hexyloxy)phenyl]-1,3,4-thiadiazole-2-yl]benzoic acid (50 g), 1-hydroxybenzotriazole (18 g) and 1-ethyl-3-(3′-dimethylaminopropyl)carbodiimide, hydrochloride (34.86 g) in methylene chloride (1 L) was stirred for 16 hours at room temperature then evaportated under reduced pressure and dried for 1 hour under hi-vacuum. Water (1 L) was added to the residue and the resulting precipitate collected by filtration, washed with water (1 L×5), acetonitrile (1L×5), isopropy... Starting materials: CN(C)C=O, O=C(Cl)C(=O)Cl, O=C(O)c1cc(I)ccc1Cl, Fc1ccccc1. Reaction SMILES: [CH3:25][N:26]([CH3:27])[CH:28]=[O:29].[Cl:12][C:13]([C:14]([Cl:15])=[O:16])=[O:17].[Cl:1][c:2]1[c:3]([C:4](=[O:5])[OH:6])[cH:7][c:8]([I:11])[cH:9][cH:10]1.[F:18][c:19]1[cH:20][cH:21][cH:22][cH:23][cH:24]1>>[Cl:1][c:2]1[c:3]([C:4](=[O:6])[c:22]2[cH:21][cH:20][c:19]([F:18])[cH:24][cH:23]2)[cH:7][c:8]([I:11])[cH:9][cH:10]1. Product: O=C(c1ccc(F)cc1)c1cc(I)ccc1Cl.